This data is from the Open Reaction Database (ORD), a public repository of structured organic reaction records. The task is: describe an organic reaction: reactants, conditions, products, and yield Reactants: ClC1=C(N)C=CC=C1 (2-chloroaniline), C(#CC(=O)OC)C(=O)OC (dimethyl acetylenedicarboxylate). Product: ClC=1C=CC=C2C(=CC=NC12)O (8-chloro-4-hydroxyquinoline). As a reaction SMILES: [Cl:1][C:2]1[CH:8]=[CH:7][CH:6]=[CH:5][C:3]=1[NH2:4].[C:9](C(OC)=O)#[C:10][C:11](OC)=[O:12]>>[Cl:1][C:2]1[CH:8]=[CH:7][CH:6]=[C:5]2[C:3]=1[N:4]=[CH:9][CH:10]=[C:11]2[OH:12]. Reported procedure: In the manner of Examples III.A. and B., 8-chloro-4-hydroxyquinoline was prepared from 2-chloroaniline and dimethyl acetylenedicarboxylate. Starting materials: FC(C(C(Cl)(F)F)(O)C1=CC=C(C=C1)OCC)(F)F (1,1,1,3,3-pentafluoro-2-(4-ethoxyphenyl)-3-chloropropan-2-ol), S(=O)(Cl)Cl (thionyl chloride), N1=CC=CC=C1 (pyridine). The solvent is C1(=CC=CC=C1)C (toluene). Product: FC(C(C(Cl)(F)F)(C1=CC=C(C=C1)OCC)Cl)(F)F (1,1,1,3,3-pentafluoro-2,3-dichloro-2-(4-ethoxyphenyl)propane). As a reaction SMILES: [F:1][C:2]([F:19])([F:18])[C:3]([C:9]1[CH:14]=[CH:13][C:12]([O:15][CH2:16][CH3:17])=[CH:11][CH:10]=1)(O)[C:4]([F:7])([F:6])[Cl:5].S(Cl)([Cl:22])=O.N1C=CC=CC=1>C1(C)C=CC=CC=1>[F:1][C:2]([F:19])([F:18])[C:3]([Cl:22])([C:9]1[CH:14]=[CH:13][C:12]([O:15][CH2:16][CH3:17])=[CH:11][CH:10]=1)[C:4]([F:7])([F:6])[Cl:5]. Procedure details: A mixture of 1,1,1,3,3-pentafluoro-2-(4-ethoxyphenyl)-3-chloropropan-2-ol (28 g), thionyl chloride (45 cm3) and pyridine (3 cm3) was heated at the reflux temperature for 4 hours, diluted with toluene and the volatile components removed by evaporation under reduced pressure. The residual oil was dissolved in chloroform, washed with water and dried over anhydrous magnesium sulphate. Removal of the solvent by evaporation under reduced pressure yielded 1,1,1,3,3-pentafluoro-2,3-dichloro-2-(4-ethoxyp... Starting materials: NC1=C(C(=NC2=CC=CC(=C12)OC[C@H](C)N)C)C(=O)OCC ((S)-ethyl 4-amino-5-(2-aminopropoxy)-2-methylquinoline-3-carboxylate), OC=1C=C(C(=O)O)C=CC1 (3-hydroxybenzoic acid). Yields the product NC1=C(C(=NC2=CC=CC(=C12)OC[C@H](C)NC(C1=CC(=CC=C1)O)=O)C)C(=O)OCC ((S)-ethyl 4-amino-5-(2-(3-hydroxybenzamido)propoxy)-2-methyl-quinoline-3-carboxylate). As a reaction SMILES: [NH2:1][C:2]1[C:11]2[C:6](=[CH:7][CH:8]=[CH:9][C:10]=2[O:12][CH2:13][C@@H:14]([NH2:16])[CH3:15])[N:5]=[C:4]([CH3:17])[C:3]=1[C:18]([O:20][CH2:21][CH3:22])=[O:19].[OH:23][C:24]1[CH:25]=[C:26]([CH:30]=[CH:31][CH:32]=1)[C:27](O)=[O:28]>>[NH2:1][C:2]1[C:11]2[C:6](=[CH:7][CH:8]=[CH:9][C:10]=2[O:12][CH2:13][C@@H:14]([NH:16][C:27](=[O:28])[C:26]2[CH:30]=[CH:31][CH:32]=[C:24]([OH:23])[CH:25]=2)[CH3:15])[N:5]=[C:4]([CH3:17])[C:3]=1[C:18]([O:20][CH2:21][CH3:22])=[O:19]. Procedure: Prepared as in Example 24a from (S)-ethyl 4-amino-5-(2-aminopropoxy)-2-methyl-quinoline-3-carboxylate (Example 26b) and 3-hydroxybenzoic acid as brown solid (41%). MS 424 (MH+). Starting materials: COCCOC, COC(=O)C(C)c1ccc2cc(OC)ccc2c1, ClC(Cl)Cl, Cl, O. Product: COc1ccc2cc(C(C)C(=O)O)ccc2c1. Reaction SMILES: [CH2:24]([CH2:25][O:26][CH3:27])[O:28][CH3:29].[CH3:1][O:2][c:3]1[cH:4][c:5]2[cH:6][cH:7][c:8]([CH:13]([C:14](=[O:15])[O:16][CH3:17])[CH3:18])[cH:9][c:10]2[cH:11][cH:12]1.[Cl:19][CH:20]([Cl:21])[Cl:22].[ClH:23].[OH2:30]>>[CH3:1][O:2][c:3]1[cH:4][c:5]2[cH:6][cH:7][c:8]([CH:13]([C:14](=[O:15])[OH:16])[CH3:18])[cH:9][c:10]2[cH:11][cH:12]1.